From a dataset of the Open Reaction Database (ORD), a public repository of structured organic reaction records. describe an organic reaction: reactants, conditions, products, and yield Starting materials: ClC1=CC=C(CC2=C3N(C4=CC=CC(=C24)S(=O)C)CCCC3CC(=O)OCC)C=C1 ((+/−)-Ethyl [10-(4-chlorobenzyl)-1-(methylsulfinyl)-6,7,8,9-tetrahydro-pyrido[1,2-a]indol-9-yl]acetate), C1CCOC1.CO (THF MeOH), [Li+].[OH-] (LiOH). Solvent: CC(=O)O (AcOH). Run at time 2 hour. Yields the product ClC1=CC=C(CC2=C3N(C4=CC=CC(=C24)S(=O)C)CCCC3CC(=O)O)C=C1 ((+/−)-[10-(4-Chlorobenzyl)-1-(methylsulfinyl)-6,7,8,9-tetrahydropyrido[1,2-a]indol-9-yl]acetic acid). Yield: 53.4%. As a reaction SMILES: [Cl:1][C:2]1[CH:30]=[CH:29][C:5]([CH2:6][C:7]2[C:15]3[C:10](=[CH:11][CH:12]=[CH:13][C:14]=3[S:16]([CH3:18])=[O:17])[N:9]3[CH2:19][CH2:20][CH2:21][CH:22]([CH2:23][C:24]([O:26]CC)=[O:25])[C:8]=23)=[CH:4][CH:3]=1.C1COCC1.CO.[Li+].[OH-]>CC(O)=O>[Cl:1][C:2]1[CH:3]=[CH:4][C:5]([CH2:6][C:7]2[C:15]3[C:10](=[CH:11][CH:12]=[CH:13][C:14]=3[S:16]([CH3:18])=[O:17])[N:9]3[CH2:19][CH2:20][CH2:21][CH:22]([CH2:23][C:24]([OH:26])=[O:25])[C:8]=23)=[CH:29][CH:30]=1 |f:1.2,3.4|. Reported procedure: To a solution of the ester of Step 13 (70 mg) in a THF/MeOH (3:1) mixture at r.t. was added 1N LiOH (aqueous solution). The reaction mixture was stirred at r.t. for 2 h and AcOH was added. The aqueous layer was extracted with EtOAc and the combined organic layers were dried over Na2SO4 and concentrated. The residue was swished in EtOAc/MeOH to give 35 mg of the desired acid as a white solid. Reactants: C1(C=2C(C(N1CCSC1=CC=NC=C1)=O)=CC=CC2)=O (4-(2-phthalimidoethylthio)pyridine), [BH4-].[Na+] (sodium borohydride). The solvent is C(C)O (ethanol). Run at time 3 hour. Product: OCC1=C(C(=O)NCCSC2=CC=NC=C2)C=CC=C1 (4-[2-(2-hydroxymethylbenzoyl)aminoethylthio]pyridine). Yield: 77.7%. As a reaction SMILES: [C:1]1(=[O:20])[N:5]([CH2:6][CH2:7][S:8][C:9]2[CH:14]=[CH:13][N:12]=[CH:11][CH:10]=2)[C:4](=[O:15])[C:3]2=[CH:16][CH:17]=[CH:18][CH:19]=[C:2]12.[BH4-].[Na+]>C(O)C>[OH:20][CH2:1][C:2]1[CH:19]=[CH:18][CH:17]=[CH:16][C:3]=1[C:4]([NH:5][CH2:6][CH2:7][S:8][C:9]1[CH:10]=[CH:11][N:12]=[CH:13][CH:14]=1)=[O:15] |f:1.2|. Procedure details: To a solution of 2.84 g (10.0 mmol) of 4-(2-phthalimidoethylthio)pyridine in 150 ml of ethanol, 3.78 g (100 mmol) of sodium borohydride was added, and the mixture was stirred at room temperature for 3 hours. The solvent was distilled off and saturated saline was added to the residue. The mixture was extracted with chloroform and the extract was dried over anhydrous magnesium sulfate. The solvent was distilled off and the residue was purified by column chromatography (eluent: ethanol/ethyl acetat... Reactants: C1CCOC1, CC(C)(C)[O-], O=S(=O)(CCl)c1cccc2ccccc12, O=[N+]([O-])c1ccccc1OC(CCl)CCl, Cl, [K+]. The product is O=[N+]([O-])c1c(CS(=O)(=O)c2cccc3ccccc23)cccc1OC(CCl)CCl. RXN SMILES: [CH2:38]1[O:39][CH2:40][CH2:41][CH2:42]1.[CH3:31][C:32]([CH3:33])([O-:34])[CH3:35].[Cl:16][CH2:17][S:18](=[O:19])(=[O:20])[c:21]1[cH:22][cH:23][cH:24][c:25]2[cH:26][cH:27][cH:28][cH:29][c:30]12.[Cl:1][CH2:2][CH:3]([O:4][c:5]1[c:6]([N+:11](=[O:12])[O-:13])[cH:7][cH:8][cH:9][cH:10]1)[CH2:14][Cl:15].[ClH:37].[K+:36]>>[Cl:1][CH2:2][CH:3]([O:4][c:5]1[c:6]([N+:11](=[O:12])[O-:13])[c:7]([CH2:17][S:18](=[O:19])(=[O:20])[c:21]2[cH:22][cH:23][cH:24][c:25]3[cH:26][cH:27][cH:28][cH:29][c:30]23)[cH:8][cH:9][cH:10]1)[CH2:14][Cl:15]. Reactants: N1C=NC=C1 (imidazole), [H-].[Na+] (sodium hydride), C1(=CC=CC=C1)CCCBr (3-phenylpropyl bromide). The solvent is CN(C)C=O (DMF). Run at time 30 minute. Yields the product C1(=CC=CC=C1)CCCN1C=NC=C1 (1-(3-phenylpropyl)imidazole). Yield: 86.4%. Reaction SMILES: [NH:1]1[CH:5]=[CH:4][N:3]=[CH:2]1.[H-].[Na+].[C:8]1([CH2:14][CH2:15][CH2:16]Br)[CH:13]=[CH:12][CH:11]=[CH:10][CH:9]=1>CN(C=O)C>[C:8]1([CH2:14][CH2:15][CH2:16][N:1]2[CH:5]=[CH:4][N:3]=[CH:2]2)[CH:13]=[CH:12][CH:11]=[CH:10][CH:9]=1 |f:1.2|. Procedure: To a stirred solution of imidazole (6.808 g, 0.1 mol) in dry DMF (100 ml) at 0° C. under argon was added portionwise 4 g (0.1 mol) of 60% sodium hydride and the mixture was stirred for 30 minutes at room temperature, and cooled to 0° C. To the above mixture was added 3-phenylpropyl bromide (19.91 g, 0.1 mol) and the resulting mixture was stirred at room temperature overnight. The reaction mixture was heated on a steam-bath for 4 hours and stirred at room temperature overnight. The solvent was co... Starting materials: C(C1=CC=CC=C1)OC(=O)N[C@@H]1[C@@H]2C(N([C@H](CC1)C2)C(=O)OC(C)(C)C)O ((1R,2S,5R)-tert-butyl 2-(benzyloxycarbonylamino)-7-hydroxy-6-aza-bicyclo[3.2.1]octane-6-carboxylate), [H-].[Na+] (NaH), COP(=O)(OC)CC(=O)OC(C)(C)C (tert-butyl dimethylphosphonoacetate), [NH4+].[Cl-] (NH4Cl). The solvent is O1CCCC1 (tetrahydrofuran), C(C)(=O)OCC (ethyl acetate), O1CCCC1 (tetrahydrofuran). Reaction conditions: time 15 minute. The product is C(C1=CC=CC=C1)OC(=O)N[C@@H]1[C@@H](C[C@@H](CC1)NC(=O)OC(C)(C)C)C=CC(=O)OC(C)(C)C (tert-butyl 3-((1S,2S,5R)-2-(benzyloxycarbonylamino)-5-(tert-butoxycarbonylamino)cyclohexyl)acrylate). As a reaction SMILES: [H-].[Na+].COP([CH2:9][C:10]([O:12][C:13]([CH3:16])([CH3:15])[CH3:14])=[O:11])(OC)=O.[CH2:17]([O:24][C:25]([NH:27][C@H:28]1[CH2:34][CH2:33][C@@H:32]2[CH2:35][C@H:29]1[CH:30](O)[N:31]2[C:36]([O:38][C:39]([CH3:42])([CH3:41])[CH3:40])=[O:37])=[O:26])[C:18]1[CH:23]=[CH:22][CH:21]=[CH:20][CH:19]=1.[NH4+].[Cl-]>O1CCCC1.C(OCC)(=O)C>[CH2:17]([O:24][C:25]([NH:27][C@H:28]1[CH2:34][CH2:33][C@@H:32]([NH:31][C:36]([O:38][C:39]([CH3:42])([CH3:41])[CH3:40])=[O:37])[CH2:35][C@H:29]1[CH:30]=[CH:9][C:10]([O:12][C:13]([CH3:14])([CH3:15])[CH3:16])=[O:11])=[O:26])[C:18]1[CH:19]=[CH:20][CH:21]=[CH:22][CH:23]=1 |f:0.1,4.5|. Procedure details: A stirred suspension of NaH (60% in mineral oil, 160 mg) in tetrahydrofuran (3 mL) on an ice bath was treated dropwise over 10 min with tert-butyl dimethylphosphonoacetate (0.796 mL). The mixture was stirred at rt for 15 min, then was cooled again on an ice bath and treated with a solution of (1R,2S,5R)-tert-butyl 2-(benzyloxycarbonylamino)-7-hydroxy-6-aza-bicyclo[3.2.1]octane-6-carboxylate (432 mg) in tetrahydrofuran (3 mL). The mixture was stirred at rt for 3 h. The mixture was treated with sa... Starting materials: ClC1=C(C=C2C(=C(C=NC2=C1)C(=O)OCC)O)F (7-chloro-3-ethoxycarbonyl-6-fluoro-4-hydroxyquinoline), C([O-])([O-])=O.[K+].[K+] (potassium carbonate), C(C=C)Br (allyl bromide). Run in CN(C)C=O (DMF). Run at temperature 110 celsius. Product: C(C=C)N1C=C(C(C2=CC(=C(C=C12)Cl)F)=O)C(=O)OCC (1-allyl-7-chloro-3-ethoxycarbonyl-6-fluoro-4-oxo-1,4-dihydroquinoline). The yield is 77.4%. As a reaction SMILES: [Cl:1][C:2]1[CH:11]=[C:10]2[C:5]([C:6]([OH:17])=[C:7]([C:12]([O:14][CH2:15][CH3:16])=[O:13])[CH:8]=[N:9]2)=[CH:4][C:3]=1[F:18].C(=O)([O-])[O-].[K+].[K+].[CH2:25](Br)[CH:26]=[CH2:27]>CN(C=O)C>[CH2:27]([N:9]1[C:10]2[C:5](=[CH:4][C:3]([F:18])=[C:2]([Cl:1])[CH:11]=2)[C:6](=[O:17])[C:7]([C:12]([O:14][CH2:15][CH3:16])=[O:13])=[CH:8]1)[CH:26]=[CH2:25] |f:1.2.3|. Reported procedure: 13.5 g of 7-chloro-3-ethoxycarbonyl-6-fluoro-4-hydroxyquinoline and 13.8 g of potassium carbonate in 160 cm3 of DMF were stirred and heated at 110° C. for 1 hour in a round-bottomed flask equipped with a reflux condenser. After cooling to 60° C., the solution was treated with 24 g of allyl bromide. The mixture was stirred and heated at 100° C. until the medium was neutral (duration: about 6 hours). The solvent was evaporated off in vacuo, the residue was taken up in 300 cm3 of water and the reac...